This data is from the Open Reaction Database (ORD), a public repository of structured organic reaction records. The task is: describe an organic reaction: reactants, conditions, products, and yield Starting materials: CCOC(=O)C=C(C)Cl, CC(C)(C)[O-], Oc1cc(Cl)ccc1Cl, [K+], C1CCOC1. Product: CCOC(=O)C=C(C)Oc1cc(Cl)ccc1Cl. As a reaction SMILES: [CH2:16]([CH3:17])[O:18][C:19]([CH:20]=[C:21]([CH3:22])[Cl:23])=[O:24].[CH3:1][C:2]([CH3:3])([O-:4])[CH3:5].[Cl:7][c:8]1[c:9]([OH:15])[cH:10][c:11]([Cl:14])[cH:12][cH:13]1.[K+:6].[O:25]1[CH2:26][CH2:27][CH2:28][CH2:29]1>>[Cl:7][c:8]1[c:9]([O:15][C:21](=[CH:20][C:19]([O:18][CH2:16][CH3:17])=[O:24])[CH3:22])[cH:10][c:11]([Cl:14])[cH:12][cH:13]1. The reactants are O=C(CBr)Nc1ccccc1C(=O)O, Nc1ccccc1F, [K+], CN(C)C=O, [OH-], O. Product: O=C(CNc1ccccc1F)Nc1ccccc1C(=O)O. As a reaction SMILES: [Br:1][CH2:2][C:3](=[O:4])[NH:5][c:6]1[c:7]([C:8](=[O:9])[OH:10])[cH:11][cH:12][cH:13][cH:14]1.[F:15][c:16]1[c:17]([NH2:18])[cH:19][cH:20][cH:21][cH:22]1.[K+:29].[O:23]=[CH:24][N:25]([CH3:26])[CH3:27].[OH-:28].[OH2:30]>>[CH2:2]([C:3](=[O:4])[NH:5][c:6]1[c:7]([C:8](=[O:9])[OH:10])[cH:11][cH:12][cH:13][cH:14]1)[NH:18][c:17]1[c:16]([F:15])[cH:22][cH:21][cH:20][cH:19]1. Starting materials: B(Cl)(Cl)Cl (boron trichloride), COC=1C2=C(C=C(C1)C[C@H]1\C(\C(=O)OC1)=C/C1=CC(=C(C(=C1)OC)OC)OC)OCO2 ((S)-(E)-3-[1-(5-methoxy-3,4-methylenedioxyphenyl)methyl]-2-(3,4,5-trimethoxybenzylidene)butanolide). The solvent is ClCCl (dichloromethane), ClCCl (dichloromethane). Conditions: temperature 0 celsius, time 30 minute. The product is OC=1C=C(C=C(C1O)OC)C[C@H]1\C(\C(=O)OC1)=C/C1=CC(=C(C(=C1)OC)OC)OC ((S)-(E)-3-[1-(3,4-dihydroxy-5-methoxyphenyl)methyl]-2-(3,4,5-trimethoxybenzylidene)butanolide), oil. The yield is 97.0%. RXN SMILES: [CH3:1][O:2][C:3]1[C:4]2[O:31]C[O:29][C:5]=2[CH:6]=[C:7]([CH2:9][C@@H:10]2[CH2:15][O:14][C:12](=[O:13])/[C:11]/2=[CH:16]/[C:17]2[CH:22]=[C:21]([O:23][CH3:24])[C:20]([O:25][CH3:26])=[C:19]([O:27][CH3:28])[CH:18]=2)[CH:8]=1.B(Cl)(Cl)Cl>ClCCl>[OH:29][C:5]1[CH:6]=[C:7]([CH2:9][C@@H:10]2[CH2:15][O:14][C:12](=[O:13])/[C:11]/2=[CH:16]/[C:17]2[CH:22]=[C:21]([O:23][CH3:24])[C:20]([O:25][CH3:26])=[C:19]([O:27][CH3:28])[CH:18]=2)[CH:8]=[C:3]([O:2][CH3:1])[C:4]=1[OH:31]. Procedure details: In 10 ml of dichloromethane, 0.84 g (1.96 mmol) of (S)-(E)-3-[1-(5-methoxy-3,4-methylenedioxyphenyl)methyl]-2-(3,4,5-trimethoxybenzylidene)butanolide was dissolved. The solution was added with 4 ml of a 1.0M dichloromethane solution of boron trichloride (4 mmol), followed by stirring at 0° C. for 30 minutes. The solvent was distilled off under reduced pressure. After the residue was dissolved in a mixture consisting of 20 ml of methanol and 6 ml of 2N-HCl, the solution was stirred at 0° C. for 2... Reactants: Cl (hydrochloric acid), C(C1=CC=CC=C1)N(CC1=CC=CC=C1)[C@@H](CC1=CC=CC=C1)[C@H](C[C@H](CC1=CC=CC=C1)NC(C)=O)O ((2S,3S,5S)-2-(N,N-dibenzylamino)-5-acetylamino-1,6-diphenyl-3-hexanol), solution, [OH-].[Na+] (sodium hydroxide). Run in C(CCC)O (n-butanol). Yields the product C(C1=CC=CC=C1)N(CC1=CC=CC=C1)[C@@H](CC1=CC=CC=C1)[C@H](C[C@H](CC1=CC=CC=C1)N)O ((2S,3S,5S)-2-(N,N-dibenzylamino)-5-amino-1,6-diphenyl-3-hexanol). The yield is 93.3%. RXN SMILES: Cl.[CH2:2]([N:9]([C@H:17]([C@@H:25]([OH:39])[CH2:26][C@@H:27]([NH:35]C(=O)C)[CH2:28][C:29]1[CH:34]=[CH:33][CH:32]=[CH:31][CH:30]=1)[CH2:18][C:19]1[CH:24]=[CH:23][CH:22]=[CH:21][CH:20]=1)[CH2:10][C:11]1[CH:16]=[CH:15][CH:14]=[CH:13][CH:12]=1)[C:3]1[CH:8]=[CH:7][CH:6]=[CH:5][CH:4]=1.[OH-].[Na+]>C(O)CCC>[CH2:2]([N:9]([C@H:17]([C@@H:25]([OH:39])[CH2:26][C@@H:27]([NH2:35])[CH2:28][C:29]1[CH:34]=[CH:33][CH:32]=[CH:31][CH:30]=1)[CH2:18][C:19]1[CH:20]=[CH:21][CH:22]=[CH:23][CH:24]=1)[CH2:10][C:11]1[CH:16]=[CH:15][CH:14]=[CH:13][CH:12]=1)[C:3]1[CH:8]=[CH:7][CH:6]=[CH:5][CH:4]=1 |f:2.3|. Procedure details: To 40 ml of 4N hydrochloric acid, was added 10.86 g of (2S,3S,5S)-2-(N,N-dibenzylamino)-5-acetylamino-1,6-diphenyl-3-hexanol, and the resulting solution was refluxed for 6 hours and cooled to room temperature. To the reaction mixture, was added 30 ml of n-butanol, and the resulting mixture was neutralized with dropwise addition of a 10% solution of sodium hydroxide. The organic layer of n-butanol was separated, washed with water, dried over sodium sulfate and concentrated to dryness under reduce... Reactants: NC1=NC2=C(C=3C=C(C=NC13)CCC1=C(C=C(C(=O)Cl)C=C1)C)C=CC(=C2)C (4-(2-(5-amino-8-methylbenzo[f][1,7]naphthyridin-2-yl)ethyl)-3-methylbenzoyl chloride), C(CN)N (ethane-1,2-diamine). Product: NC1=NC2=C(C=3C=C(C=NC13)CCC1=C(C=C(C(=O)NCCN)C=C1)C)C=CC(=C2)C (4-(2-(5-Amino-8-methylbenzo[f][1,7]naphthyridin-2-yl)ethyl)-N-(2-aminoethyl)-3-methylbenzamide). Reaction SMILES: [NH2:1][C:2]1[C:11]2[N:10]=[CH:9][C:8]([CH2:12][CH2:13][C:14]3[CH:22]=[CH:21][C:17]([C:18](Cl)=[O:19])=[CH:16][C:15]=3[CH3:23])=[CH:7][C:6]=2[C:5]2[CH:24]=[CH:25][C:26]([CH3:28])=[CH:27][C:4]=2[N:3]=1.[CH2:29]([NH2:32])[CH2:30][NH2:31]>>[NH2:1][C:2]1[C:11]2[N:10]=[CH:9][C:8]([CH2:12][CH2:13][C:14]3[CH:22]=[CH:21][C:17]([C:18]([NH:31][CH2:30][CH2:29][NH2:32])=[O:19])=[CH:16][C:15]=3[CH3:23])=[CH:7][C:6]=2[C:5]2[CH:24]=[CH:25][C:26]([CH3:28])=[CH:27][C:4]=2[N:3]=1. Reported procedure: 4-(2-(5-Amino-8-methylbenzo[f][1,7]naphthyridin-2-yl)ethyl)-N-(2-aminoethyl)-3-methylbenzamide was prepared from 4-(2-(5-amino-8-methylbenzo[f][1,7]naphthyridin-2-yl)ethyl)-3-methylbenzoyl chloride (Example 116/Step 2) and ethane-1,2-diamine following the procedures described for Example 117. 1H NMR (CDCl3): δ 8.59 (s, 1H), 8.37 (s, 1H), 8.07 (d, 1H), 7.63 (s, 1H), 7.51 (br, 2H), 7.12-7.21 (m, 2H), 6.25 (br, 2H), 3.48-3.52 (m, 2H), 3.08-3.15 (m, 4H), 2.94 (t, 2H), 2.51 (s, 3H), 2.34 (s, 3H). LRM... Starting materials: NC=1C=2N(C=CN1)C(=NC2C2=CC=C(C(=O)NC1=NC=CC=C1)C=C2)C2NCCCCC2 (4-(8-amino-3-(azepan-2-yl)imidazo[1,5-a]pyrazin-1-yl)-N-(pyridin-2-yl)benzamide), NC=1C=2N(C=CN1)C(=NC2C2=CC=C(C(=O)NC1=NC=CC=C1)C=C2)C2NCCCCC2 (4-(8-amino-3-(azepan-2-yl)imidazo[1,5-a]pyrazin-1-yl)-N-(pyridin-2-yl)benzamide), C(C=C)(=O)Cl (acryloylchloride). The product is C(C=C)(=O)N1C(CCCCC1)C1=NC(=C2N1C=CN=C2N)C2=CC=C(C(=O)NC1=NC=CC=C1)C=C2 (4-(3-(1-Acryloylazepan-2-yl)-8-aminoimidazo[1,5-a]pyrazin-1-yl)-N-(pyridin-2-yl)benzamide). The yield is 32.6%. As a reaction SMILES: [NH2:1][C:2]1[C:3]2[N:4]([C:8]([CH:26]3[CH2:32][CH2:31][CH2:30][CH2:29][CH2:28][NH:27]3)=[N:9][C:10]=2[C:11]2[CH:25]=[CH:24][C:14]([C:15]([NH:17][C:18]3[CH:23]=[CH:22][CH:21]=[CH:20][N:19]=3)=[O:16])=[CH:13][CH:12]=2)[CH:5]=[CH:6][N:7]=1.[C:33](Cl)(=[O:36])[CH:34]=[CH2:35]>>[C:33]([N:27]1[CH2:28][CH2:29][CH2:30][CH2:31][CH2:32][CH:26]1[C:8]1[N:4]2[CH:5]=[CH:6][N:7]=[C:2]([NH2:1])[C:3]2=[C:10]([C:11]2[CH:25]=[CH:24][C:14]([C:15]([NH:17][C:18]3[CH:23]=[CH:22][CH:21]=[CH:20][N:19]=3)=[O:16])=[CH:13][CH:12]=2)[N:9]=1)(=[O:36])[CH:34]=[CH2:35]. Procedure details: This compound was prepared, in an analogous manner as described in Example 1, from 4-(8-amino-3-(azepan-2-yl)imidazo[1,5-a]pyrazin-1-yl)-N-(pyridin-2-yl)benzamide (intermediate 46) and acryloylchloride, to afford the title compound (11 mg, 32.6%). Data: UPLC(C) Rt: 1.88 min; m/z 482.3 (M+H)+. RXN SMILES: [C:1]1([C:7]([N:9]2[CH2:14][CH2:13][N:12]([CH:15]3[CH2:18][N:17]([C:19]([C:21]4[CH:39]=[CH:38][C:24]([O:25][C@H:26]5[CH2:30][CH2:29][N:28](C(OC(C)(C)C)=O)[CH2:27]5)=[CH:23][CH:22]=4)=[O:20])[CH2:16]3)[CH2:11][CH2:10]2)=[O:8])[CH:6]=[CH:5][CH:4]=[CH:3][CH:2]=1.C(O)(C(F)(F)F)=O>C(Cl)Cl>[C:1]1([C:7]([N:9]2[CH2:10][CH2:11][N:12]([CH:15]3[CH2:16][N:17]([C:19]([C:21]4[CH:39]=[CH:38][C:24]([O:25][C@H:26]5[CH2:30][CH2:29][NH:28][CH2:27]5)=[CH:23][CH:22]=4)=[O:20])[CH2:18]3)[CH2:13][CH2:14]2)=[O:8])[CH:2]=[CH:3][CH:4]=[CH:5][CH:6]=1. Product: C1(=CC=CC=C1)C(=O)N1CCN(CC1)C1CN(C1)C(=O)C1=CC=C(O[C@@H]2CNCC2)C=C1 ((3S)-3-[4-({3-[4-(phenylcarbonyl)piperazin-1-yl]azetidin-1-yl}carbonyl)phenoxy]pyrrolidine). Conditions: time 4 hour. Starting materials: C1(=CC=CC=C1)C(=O)N1CCN(CC1)C1CN(C1)C(=O)C1=CC=C(O[C@@H]2CN(CC2)C(=O)OC(C)(C)C)C=C1 (tert-Butyl (3S)-3-[4-({3-[4-(phenylcarbonyl)piperazin-1-yl]azetidin-1-yl}carbonyl)phenoxy]pyrrolidine-1-carboxylate), C(=O)(C(F)(F)F)O (TFA). Reported procedure: To a solution of compound 434 (87.7 mg, 0.164 mmol) in CH2Cl2 (1 mL) was added TFA (0.5 mL). The resulting mixture was stirred at room temperature for 4 h. The reaction mixture was concentrated under reduced pressure to give compound 33a, which was used without further purification. Solvent: C(Cl)Cl (CH2Cl2). The reactants are [Si](C)(C)(C(C)(C)C)OCC(C)=O (1-(tert-butyldimethylsilyloxy)-2-propanone), S1C=NC=C1 (Thiazole). Solvent: C1CCOC1 (THF), C1CCOC1 (THF), C1CCOC1 (THF). Reaction conditions: time 1 hour. The product is [Si](C)(C)(C(C)(C)C)OCC(C)(O)C=1SC=CN1 (1-{[tert-butyl(dimethyl)silyl]oxy}-2-(1,3-thiazol-2-yl)propan-2-ol). Yield: 39.8%. As a reaction SMILES: [S:1]1[CH:5]=[CH:4][N:3]=[CH:2]1.[Si:6]([O:13][CH2:14][C:15](=[O:17])[CH3:16])([C:9]([CH3:12])([CH3:11])[CH3:10])([CH3:8])[CH3:7]>C1COCC1>[Si:6]([O:13][CH2:14][C:15]([C:2]1[S:1][CH:5]=[CH:4][N:3]=1)([OH:17])[CH3:16])([C:9]([CH3:12])([CH3:11])[CH3:10])([CH3:8])[CH3:7]. Procedure details: Isopropylmagnesium chloride-lithium chloride complex (2.98 ml, 3.88 mmol) was dissolved in THF (4 mL). Thiazole (0.252 ml, 3.52 mmol) in THF (2 mL) was added slowly. After 1 h, 1-(tert-butyldimethylsilyloxy)-2-propanone (0.816 ml, 4.23 mmol) in THF (2 mL) was added and the reaction was stirred for 3 h at room temperature. The reaction was quenched with saturated ammonium chloride and extracted with EtOAc (3×). The combined organics were dried over Na2SO4, filtered and concentrated in vacuo. Puri... Reactants: C(C(C)C)C=1C(=C(SC1)C(=O)O)C (4-isobutyl-3-methyl-thiophene-2-carboxylic acid), C[Li] (methyllithium), [NH4+].[Cl-] (NH4Cl), C[Li] (methyllithium). The solvent is C(C)OCC (diethyl ether). Reaction conditions: time 30 minute. Product: C(C(C)C)C=1C(=C(SC1)C(C)=O)C (1-(4-isobutyl-3-methyl-thiophen-2-yl)ethanone). Reaction SMILES: [CH2:1]([C:5]1[C:6]([CH3:13])=[C:7]([C:10]([OH:12])=O)[S:8][CH:9]=1)[CH:2]([CH3:4])[CH3:3].[CH3:14][Li].[NH4+].[Cl-]>C(OCC)C>[CH2:1]([C:5]1[C:6]([CH3:13])=[C:7]([C:10](=[O:12])[CH3:14])[S:8][CH:9]=1)[CH:2]([CH3:3])[CH3:4] |f:2.3|. Reported procedure: To a solution of 4-isobutyl-3-methyl-thiophene-2-carboxylic acid (2.44 g, 12.3 mmol) in diethyl ether (50 mL), a solution of methyllithium (23.1 mL, 1.6 M solution in diethyl ether) is slowly added at 20-23° C. The resulting suspension is stirred at rt for 30 min before another portion of methyllithium (2.3 mL) is added. Stirring is continued for further 30 min before the mixture is poured into vigorously stirred 1 N. aq. NH4Cl (400 mL). The organic phase is separated and the aq. phase is extrac...